Dataset: the Open Reaction Database (ORD), a public repository of structured organic reaction records. Task: describe an organic reaction: reactants, conditions, products, and yield Starting materials: CC1(CC(C2=CC=CC=C12)=O)C (3,3-dimethyl-1-indanone), C1(=CC=CC=C1)NN (phenylhydrazine), O (water), Cl (hydrochloric acid). Solvent: C(C)(=O)O (acetic acid). Reaction conditions: time 2 hour. Product: CC1(C2=CC=CC=C2C=2NC=3C=CC=CC3C21)C (5,10-Dihydro-10,10-dimethylindeno[1,2-b]indole). Reaction SMILES: [CH3:1][C:2]1([CH3:12])[C:10]2[C:5](=[CH:6][CH:7]=[CH:8][CH:9]=2)[C:4](=O)[CH2:3]1.[C:13]1([NH:19]N)[CH:18]=[CH:17][CH:16]=[CH:15][CH:14]=1.Cl.O>C(O)(=O)C>[CH3:1][C:2]1([CH3:12])[C:3]2[C:18]3[CH:17]=[CH:16][CH:15]=[CH:14][C:13]=3[NH:19][C:4]=2[C:5]2[C:10]1=[CH:9][CH:8]=[CH:7][CH:6]=2. Procedure details: A solution of 3,3-dimethyl-1-indanone (20,0 q, 0,125 mol) prepared by the method described by R. Knorr et al., Leibig's Annalen, 1207 (1980) and phenylhydrazine (12.3 cm3, 0.125 mol) in glacial acetic acid (200 cm3), was heated to reflux. Concentrated hydrochloric acid (10 cm3) was added via the condenser, and boiling continued for a further 2 hours. The solution was allowed to cool, and then poured into water (500 cm3). The water was extracted with diethylether three times, the combined extract... Yields the product COC1=C(C2=C(C(CN(CC2)C)C2=CC=CC=C2)C=C1)[N+](=O)[O-] (7-Methoxy-3-methyl-6-nitro-1-phenyl-2,3,4,5-tetrahydro-1H-3-benzazepine). The solvent is C=O (formaldehyde). Procedure details: 0.40 g (0.00134 mol) 7-methoxy-6-nitro-1 -phenyl-2,3,4,5-tetrahydro-1H-3-benzazepine was dissolved in a mixture of 5 ml formic acid and 4 ml 35% aqueous formaldehyde. The mixture was heated to reflux for 2.5 hours and then evaporated in vacuo. The residue was partitioned between dichloromethane and saturated NaHCO3-solution, the organic layer was washed twice with water and once with brine, dried with NaSO4 and concentrated in vacuo, yielding the compound as a light yellow oil. The reactants are COC1=C(C2=C(C(CNCC2)C2=CC=CC=C2)C=C1)[N+](=O)[O-] (7-methoxy-6-nitro-1 -phenyl-2,3,4,5-tetrahydro-1H-3-benzazepine), C(=O)O (formic acid). As a reaction SMILES: [CH3:1][O:2][C:3]1[CH:19]=[CH:18][C:6]2[CH:7]([C:12]3[CH:17]=[CH:16][CH:15]=[CH:14][CH:13]=3)[CH2:8][NH:9][CH2:10][CH2:11][C:5]=2[C:4]=1[N+:20]([O-:22])=[O:21].[CH:23](O)=O>C=O>[CH3:1][O:2][C:3]1[CH:19]=[CH:18][C:6]2[CH:7]([C:12]3[CH:17]=[CH:16][CH:15]=[CH:14][CH:13]=3)[CH2:8][N:9]([CH3:23])[CH2:10][CH2:11][C:5]=2[C:4]=1[N+:20]([O-:22])=[O:21]. Reactants: CO (methanol), C(C)(C)N(CC)C(C)C (diisopropylethylamine), C1=CC=CC=2C3=CC=CC=C3C(C12)COC(=O)N[C@@H](CC1=CC=C(C=C1)CCCCCC(=O)O)C(N1CCCCC1)=O ((S)-6-(4-(2-((((9H-fluoren-9-yl)methoxy) carbonyl)amino)-3-oxo-3-(piperidin-1-yl)propyl)phenyl)hexanoic acid), C1=CC=C(C=C1)C(C2=CC=CC=C2)(C3=CC=CC=C3Cl)Cl (2-Chlorotrityl chloride resin). Run in ClCCl (dichloromethane), ClCCl (dichloromethane). Product: C1=CC=CC=2C3=CC=CC=C3C(C12)COC(=O)N[C@@H](CC1=CC=C(C=C1)CCCCCC(=O)O)C(N1CCCCC1)=O.C1=CC=C(C=C1)C(C2=CC=CC=C2)(C3=CC=CC=C3Cl)Cl ((S)-6-(4-(2-((((9H-fluoren-9-yl)methoxy) carbonyl)amino)-3-oxo-3-(piperidin-1-yl)propyl)phenyl)hexanoic acid 2-chlorotrityl resin). The yield is 223.2%. Reaction SMILES: [CH:1]1[CH:6]=[CH:5][C:4]([C:7]([Cl:21])([C:14]2[C:19]([Cl:20])=[CH:18][CH:17]=[CH:16][CH:15]=2)[C:8]2[CH:13]=[CH:12][CH:11]=[CH:10][CH:9]=2)=[CH:3][CH:2]=1.CO.C(N(C(C)C)CC)(C)C.[CH:33]1[C:45]2[CH:44]([CH2:46][O:47][C:48]([NH:50][C@H:51]([C:67](=[O:74])[N:68]3[CH2:73][CH2:72][CH2:71][CH2:70][CH2:69]3)[CH2:52][C:53]3[CH:58]=[CH:57][C:56]([CH2:59][CH2:60][CH2:61][CH2:62][CH2:63][C:64]([OH:66])=[O:65])=[CH:55][CH:54]=3)=[O:49])[C:43]3[C:38](=[CH:39][CH:40]=[CH:41][CH:42]=3)[C:37]=2[CH:36]=[CH:35][CH:34]=1>ClCCl>[CH:42]1[C:43]2[CH:44]([CH2:46][O:47][C:48]([NH:50][C@H:51]([C:67](=[O:74])[N:68]3[CH2:69][CH2:70][CH2:71][CH2:72][CH2:73]3)[CH2:52][C:53]3[CH:54]=[CH:55][C:56]([CH2:59][CH2:60][CH2:61][CH2:62][CH2:63][C:64]([OH:66])=[O:65])=[CH:57][CH:58]=3)=[O:49])[C:45]3[C:37](=[CH:36][CH:35]=[CH:34][CH:33]=3)[C:38]=2[CH:39]=[CH:40][CH:41]=1.[CH:11]1[CH:10]=[CH:9][C:8]([C:7]([Cl:21])([C:14]2[C:19]([Cl:20])=[CH:18][CH:17]=[CH:16][CH:15]=2)[C:4]2[CH:5]=[CH:6][CH:1]=[CH:2][CH:3]=2)=[CH:13][CH:12]=1 |f:5.6|. Procedure details: 2-Chlorotrityl chloride resin (1.07 mmol/g, 100-200 mesh, 1% DVB, manufactured by Chem-Impex, 3.00 g, 3.21 mmol) and dichloromethane (20 ml) were mixed, followed by shaking at room temperature. Dichloromethane was removed, after which methanol (0.52 ml, 12.85 mmol) and diisopropylethylamine (1.35 ml, 7.75 mmol) were added to a solution of (S)-6-(4-(2-((((9H-fluoren-9-yl)methoxy) carbonyl)amino)-3-oxo-3-(piperidin-1-yl)propyl)phenyl)hexanoic acid (Compound SP427) (0.91 g, 1.60 mmol) in dichlorome... The reactants are C(C(C)C)(=O)Cl (isobutyryl chloride), [OH-].[Na+] (NaOH), NC1=CC=C(C=C1)CC(=O)OCC (ethyl 4-aminophenylacetate). The solvent is C1=CC=CC=C1 (benzene), O (water), O (water), C1=CC=CC=C1 (benzene). Reaction conditions: time 3 hour. The product is C(C(C)C)(=O)NC1=CC=C(C=C1)CC(=O)OCC (ethyl 4-(isobutyrylamino)phenylacetate). Isolated yield 88.4%. As a reaction SMILES: [NH2:1][C:2]1[CH:7]=[CH:6][C:5]([CH2:8][C:9]([O:11][CH2:12][CH3:13])=[O:10])=[CH:4][CH:3]=1.[C:14](Cl)(=[O:18])[CH:15]([CH3:17])[CH3:16].[OH-].[Na+]>C1C=CC=CC=1.O>[C:14]([NH:1][C:2]1[CH:3]=[CH:4][C:5]([CH2:8][C:9]([O:11][CH2:12][CH3:13])=[O:10])=[CH:6][CH:7]=1)(=[O:18])[CH:15]([CH3:17])[CH3:16] |f:2.3|. Procedure details: 10 g of ethyl 4-aminophenylacetate was dissolved in 100 ml of benzene and to this was added 25 ml of water. To the solution were added dropwise a solution of 6 g of isobutyryl chloride in 20 ml of benzene and a solution of 2.4 g of 93% NaOH in 25 ml of water simultaneously under stirring over 15 minutes. After completion of the dropwise addition, the reaction mixture was stirred for 3 hours and allowed to stand at room temperature overnight. After separating the benzene layer, washing it with 1N... The reactants are O=C([O-])[O-], CCC(C)[BH-](C(C)CC)C(C)CC, [K+], [K+], [K+], [Na+], C1CCOC1, [OH-], CC1C=C2CC(=O)CCC2(CO)C2CCC3(C)C(O)CCC3C12, OO. Product: CC1C=C2CC(O)CCC2(CO)C2CCC3(C)C(O)CCC3C12. RXN SMILES: [C:42](=[O:43])([O-:44])[O-:45].[CH:1]([BH-:2]([CH:3]([CH2:4][CH3:5])[CH3:6])[CH:7]([CH2:8][CH3:9])[CH3:10])([CH2:11][CH3:12])[CH3:13].[K+:14].[K+:46].[K+:47].[Na+:39].[O:48]1[CH2:49][CH2:50][CH2:51][CH2:52]1.[OH-:38].[OH:15][CH:16]1[C:17]2([CH3:18])[CH:19]([CH2:20][CH2:21]1)[CH:22]1[CH:23]([CH3:37])[CH:24]=[C:25]3[CH2:26][C:27](=[O:36])[CH2:28][CH2:29][C:30]3([CH2:31][OH:32])[CH:33]1[CH2:34][CH2:35]2.[OH:40][OH:41]>>[OH:15][CH:16]1[C:17]2([CH3:18])[CH:19]([CH2:20][CH2:21]1)[CH:22]1[CH:23]([CH3:37])[CH:24]=[C:25]3[CH2:26][CH:27]([OH:36])[CH2:28][CH2:29][C:30]3([CH2:31][OH:32])[CH:33]1[CH2:34][CH2:35]2. Starting materials: COC(C)(OC)OC, CO, O=C(O)c1cccc([N+](=O)[O-])c1Cl, O=S(=O)(O)O. The product is COC(=O)c1cccc([N+](=O)[O-])c1Cl. As a reaction SMILES: [C:19]([O:20][CH3:21])([O:22][CH3:23])([O:24][CH3:25])[CH3:26].[CH3:27][OH:28].[Cl:1][c:2]1[c:3]([C:4](=[O:5])[OH:6])[cH:7][cH:8][cH:9][c:10]1[N+:11](=[O:12])[O-:13].[S:14](=[O:15])(=[O:16])([OH:17])[OH:18]>>[Cl:1][c:2]1[c:3]([C:4](=[O:5])[O:6][CH3:19])[cH:7][cH:8][cH:9][c:10]1[N+:11](=[O:12])[O-:13]. The reactants are CCOC(=O)OCC, O=C1Cc2cccc(C(=O)c3ccccc3)c2N1, CN(C)C=O, [H-], [Na+]. Product: CCOC(=O)C1C(=O)Nc2c(C(=O)c3ccccc3)cccc21. As a reaction SMILES: [C:21]([O:22][CH2:23][CH3:24])([O:25][CH2:27][CH3:28])=[O:26].[C:3]([c:4]1[cH:5][cH:6][cH:7][cH:8][cH:9]1)(=[O:10])[c:11]1[cH:12][cH:13][cH:14][c:15]2[c:19]1[NH:18][C:17](=[O:20])[CH2:16]2.[CH3:29][N:30]([CH3:31])[CH:32]=[O:33].[H-:1].[Na+:2]>>[C:3]([c:4]1[cH:5][cH:6][cH:7][cH:8][cH:9]1)(=[O:10])[c:11]1[cH:12][cH:13][cH:14][c:15]2[c:19]1[NH:18][C:17](=[O:20])[CH:16]2[C:21]([O:22][CH2:23][CH3:24])=[O:25]. Reactants: N1(CCC1)C[C@H](CCC)NC ((S)-1-(azetidin-1-yl)-N-methylpentan-2-amine), resultant mixture, ClC1=CC=C(C(=O)O)C=C1 (4-Chlorobenzoic acid), CN(C)C(=[N+](C)C)ON1C2=C(C=CC=C2)N=N1.[B-](F)(F)(F)F (TBTU), CN1CCOCC1 (NMM). Solvent: CN(C)C=O (DMF). Run at temperature 0 celsius, time 10 minute. Product: N1(CCC1)C[C@H](C(C)C)N(C(C1=CC=C(C=C1)Cl)=O)C ((S)—N-(1-(Azetidin-1-yl)-3-methylbutan-2-yl)-4-chloro-N-methylbenzamide). The yield is 66.0%. Reaction SMILES: [Cl:1][C:2]1[CH:10]=[CH:9][C:5]([C:6]([OH:8])=O)=[CH:4][CH:3]=1.[CH3:11]N(C(ON1N=NC2C=CC=CC1=2)=[N+](C)C)C.[B-](F)(F)(F)F.CN1CCOCC1.[N:40]1([CH2:44][C@@H:45]([NH:49][CH3:50])[CH2:46][CH2:47]C)[CH2:43][CH2:42][CH2:41]1>CN(C=O)C>[N:40]1([CH2:44][C@@H:45]([N:49]([CH3:50])[C:6](=[O:8])[C:5]2[CH:4]=[CH:3][C:2]([Cl:1])=[CH:10][CH:9]=2)[CH:46]([CH3:47])[CH3:11])[CH2:41][CH2:42][CH2:43]1 |f:1.2|. Procedure: 4-Chlorobenzoic acid (1.300 mL, 12.80 mmol) and TBTU (4.31 g, 13.44 mmol) was mixed in DMF (35 mL). The mixture was cooled to 0° C. and NMM (1.689 mL, 15.36 mmol) was dropwise added. After 10 min at 0° C. was (S)-1-(azetidin-1-yl)-N-methylpentan-2-amine (Compound J1) (2 g, 12.80 mmol) added. The resultant mixture was stirred at 0° C. for 30 min and at rt for 16 h. The mixture was concentrated and the residue dissolved in DCM (25 mL). The organic phase was washed with NaHCO3 (saturated, 2×50 mL),... Starting materials: CC(C)(C)OC(=O)NCc1cc2nccn2cc1-c1ccc(Cl)cc1Cl, ClCCl, O=C(O)C(F)(F)F. Yields the product NCc1cc2nccn2cc1-c1ccc(Cl)cc1Cl. As a reaction SMILES: [C:1]([O:2][C:3](=[O:4])[NH:7][CH2:8][c:9]1[cH:10][c:11]2[n:12]([cH:13][c:14]1-[c:15]1[c:16]([Cl:22])[cH:17][c:18]([Cl:21])[cH:19][cH:20]1)[cH:23][cH:24][n:25]2)([CH3:5])([CH3:6])[CH3:26].[Cl:27][CH2:28][Cl:29].[F:30][C:31]([F:32])([F:33])[C:34]([OH:35])=[O:36]>>[NH2:7][CH2:8][c:9]1[cH:10][c:11]2[n:12]([cH:13][c:14]1-[c:15]1[c:16]([Cl:22])[cH:17][c:18]([Cl:21])[cH:19][cH:20]1)[cH:23][cH:24][n:25]2.